Dataset: the Open Reaction Database (ORD), a public repository of structured organic reaction records. Task: describe an organic reaction: reactants, conditions, products, and yield The reactants are FC(OC1=CC=C2C=CNC2=C1)F (6-difluoromethoxy-1H-indole), C(N)(=O)C1=CN(C2=CC(=C(C=C12)F)F)CC(=O)O ((3-carbamoyl-5,6-difluoro-indol-1-yl)acetic acid). Yields the product C(N)(=O)C1=CN(C2=CC(=CC=C12)OC(F)F)CC(=O)O ((3-Carbamoyl-6-difluoromethoxy-indol-1-yl)-acetic acid). RXN SMILES: [F:1][CH:2]([F:13])[O:3]C1C=C2C(C=CN2)=CC=1.[C:14]([C:17]1[C:25]2[C:20](=[CH:21][C:22](F)=[C:23](F)[CH:24]=2)[N:19]([CH2:28][C:29]([OH:31])=[O:30])[CH:18]=1)(=[O:16])[NH2:15]>>[C:14]([C:17]1[C:25]2[C:20](=[CH:21][C:22]([O:3][CH:2]([F:13])[F:1])=[CH:23][CH:24]=2)[N:19]([CH2:28][C:29]([OH:31])=[O:30])[CH:18]=1)(=[O:16])[NH2:15]. Procedure details: was prepared from 6-difluoromethoxy-1H-indole [200207-21-2] in a similar manner as described for the preparation of (3-carbamoyl-5,6-difluoro-indol-1-yl)acetic acid. White solid. MS (LC/MS): 285 [M+H]+, 569 [2M+H]+; tR (HPLC conditions k): 2.64 min. The reactants are C1(=CC=C2C=CC3=CC=CC4=CC=C1C2=C34)CCCC(=O)O (pyrene butyric acid), C(CCCCC)NC(=O)NC1=NC(N(C=C1)CCCCCCO)=O (1-Hexyl-3-[1-(6-hydroxy-hexyl)-2-oxo-1,2-dihydro-pyrimidinyl]-urea), ( J ), CN(C)C1=NC=CC=C1 (dimethylaminopyridine). Run in C(Cl)Cl (CH2Cl2). Reaction conditions: time 1 hour. Yields the product C(CCCCC)NC(NC1=NC(N(C=C1)CCCCCCOC(CCCC1=CC=C2C=CC3=CC=CC4=CC=C1C2=C34)=O)=O)=O (4-Pyren-1-yl-butyric acid 6-[4-(3-hexyl-ureido)-2-oxo-2H-pyrimidin-1-yl]-hexyl ester), solid. The yield is 23.0%. As a reaction SMILES: [C:1]1([CH2:17][CH2:18][CH2:19][C:20]([OH:22])=[O:21])[C:14]2[C:15]3=[C:16]4[C:11](=[CH:12][CH:13]=2)[CH:10]=[CH:9][CH:8]=[C:7]4[CH:6]=[CH:5][C:4]3=[CH:3][CH:2]=1.CN(C1C=CC=CN=1)C.[CH2:32]([NH:38][C:39]([NH:41][C:42]1[CH:47]=[CH:46][N:45]([CH2:48][CH2:49][CH2:50][CH2:51][CH2:52][CH2:53]O)[C:44](=[O:55])[N:43]=1)=[O:40])[CH2:33][CH2:34][CH2:35][CH2:36][CH3:37]>C(Cl)Cl>[CH2:32]([NH:38][C:39](=[O:40])[NH:41][C:42]1[CH:47]=[CH:46][N:45]([CH2:48][CH2:49][CH2:50][CH2:51][CH2:52][CH2:53][O:21][C:20](=[O:22])[CH2:19][CH2:18][CH2:17][C:1]2[C:14]3[C:15]4=[C:16]5[C:11](=[CH:12][CH:13]=3)[CH:10]=[CH:9][CH:8]=[C:7]5[CH:6]=[CH:5][C:4]4=[CH:3][CH:2]=2)[C:44](=[O:55])[N:43]=1)[CH2:33][CH2:34][CH2:35][CH2:36][CH3:37]. Reported procedure: To a solution of pyrene butyric acid (commercially available) (0.05 g, 0.17 mmol) in CH2Cl2 (5 ml) was added at 0° C., dicyclohexylcarboimide (0.044 g, 0.210 mmol) and dimethylaminopyridine (4 mg). The mixture was stirred for 1 h. 1-Hexyl-3-[1-(6-hydroxy-hexyl)-2-oxo-1,2-dihydro-pyrimidinyl]-urea) (J) was then added to the mixture and the solution was stirred at room temperature for 16 h. The solid was filtered off and the filtrate washed with water (2×10 ml) then saturated sodium chloride solut... Reactants: Cc1cc(CCC(=O)O)[nH]c1C(=O)O, CCOC(OCC)OCC, O, O=C(O)C(F)(F)F. The product is Cc1cc(CCC(=O)O)[nH]c1C=O. As a reaction SMILES: [C:1](=[O:2])([OH:3])[CH2:4][CH2:5][c:6]1[cH:7][c:8]([CH3:14])[c:9]([C:11](=[O:12])[OH:13])[nH:10]1.[CH:15]([O:16][CH2:17][CH3:18])([O:19][CH2:20][CH3:21])[O:22][CH2:23][CH3:24].[OH2:25].[OH:26][C:27]([C:28]([F:29])([F:30])[F:31])=[O:32]>>[C:1](=[O:2])([OH:3])[CH2:4][CH2:5][c:6]1[cH:7][c:8]([CH3:14])[c:9]([CH:11]=[O:12])[nH:10]1. Reactants: [Br-], [Br-], CC(=O)OC1NC(=O)C1C(CO[SiH](C)C)C(C)(C)C, CC(O)=S, CCOC(C)=O, [Na], C1COCCO1, O, [Zn+2]. Product: CC(=O)SC1NC(=O)C1C(CO[SiH](C)C)C(C)(C)C. As a reaction SMILES: [Br-:38].[Br-:40].[C:1]([O:2][CH:5]1[CH:6]([CH:10]([CH2:11][O:12][SiH:13]([CH3:14])[CH3:15])[C:16]([CH3:17])([CH3:18])[CH3:19])[C:7](=[O:9])[NH:8]1)(=[O:3])[CH3:4].[C:21]([CH3:22])(=[S:23])[OH:24].[CH3:31][CH2:32][O:33][C:34](=[O:35])[CH3:36].[Na:20].[O:25]1[CH2:26][CH2:27][O:28][CH2:29][CH2:30]1.[OH2:37].[Zn+2:39]>>[CH:5]1([S:23][C:21]([CH3:22])=[O:24])[CH:6]([CH:10]([CH2:11][O:12][SiH:13]([CH3:14])[CH3:15])[C:16]([CH3:17])([CH3:18])[CH3:19])[C:7](=[O:9])[NH:8]1. Starting materials: O[C@@](C)(C=1SC=CN1)[C@@H]1CC(N(C1)[C@@H](C)C1=CC=C(C=C1)OC)=O ((4R)-4-[(1R)-1-hydroxy-1-(1,3-thiazol-2-yl)ethyl]-1-[(1S)-1-(4-methoxyphenyl)ethyl]pyrrolidin-2-one). Run in C(=O)(C(F)(F)F)O (TFA), CC(C)O (IPA). Product: O[C@@](C)(C=1SC=CN1)[C@@H]1CC(NC1)=O ((4R)-4-[(1R)-1-hydroxy-1-(1,3-thiazol-2-yl)ethyl]pyrrolidin-2-one). RXN SMILES: [OH:1][C@:2]([C@H:9]1[CH2:13][N:12]([C@H](C2C=CC(OC)=CC=2)C)[C:11](=[O:24])[CH2:10]1)([C:4]1[S:5][CH:6]=[CH:7][N:8]=1)[CH3:3]>C(O)(C(F)(F)F)=O.CC(O)C>[OH:1][C@:2]([C@H:9]1[CH2:13][NH:12][C:11](=[O:24])[CH2:10]1)([C:4]1[S:5][CH:6]=[CH:7][N:8]=1)[CH3:3]. Reported procedure: A solution of (4R)-4-[(1R)-1-hydroxy-1-(1,3-thiazol-2-yl)ethyl]-1-[(1S)-1-(4-methoxyphenyl)ethyl]pyrrolidin-2-one (3.6 g, 10.4 mmol) in TFA (10 mL) was heated to 70° C. for 5 hours. The reaction mixture was cooled to room temperature, diluted with IPA (30 mL), and stirred until the color dissipated. The reaction mixture was then absorbed on silica gel and purified by silica gel chromatography to afford (4R)-4-[(1R)-1-hydroxy-1-(1,3-thiazol-2-yl)ethyl]pyrrolidin-2-one. MS ESI calc'd. for C9H13N2O...